This data is from the Open Reaction Database (ORD), a public repository of structured organic reaction records. The task is: describe an organic reaction: reactants, conditions, products, and yield Reactants: CN(C=O)C (dimethylformamide), ClCCCl (1,2-dichloroethane), N1=CC(=CC=C1)C=1N2CCCC2=C(C1)C(=O)O (5-(3-pyridyl)-2,3-dihydro-1H-pyrrolizine-7-carboxylic acid). Solvent: S(=O)(Cl)Cl (thionyl chloride), C1CCCCC1 (cyclohexane). Reaction conditions: temperature 80 celsius. Yields the product Cl.ClC(=O)C=1C=C(N2CCCC12)C=1C=NC=CC1 (7-Chloroformyl-5-(3-pyridyl)-2,3-dihydro-1H-pyrrolizine hydrochloride). Reaction SMILES: [N:1]1[CH:6]=[CH:5][CH:4]=[C:3]([C:7]2[N:8]3[C:12](=[C:13]([C:15]([OH:17])=O)[CH:14]=2)[CH2:11][CH2:10][CH2:9]3)[CH:2]=1.CN(C)C=O.[Cl:23]CCCl>S(Cl)(Cl)=O.C1CCCCC1>[ClH:23].[Cl:23][C:15]([C:13]1[CH:14]=[C:7]([C:3]2[CH:2]=[N:1][CH:6]=[CH:5][CH:4]=2)[N:8]2[C:12]=1[CH2:11][CH2:10][CH2:9]2)=[O:17] |f:5.6|. Procedure details: A suspension of 5-(3-pyridyl)-2,3-dihydro-1H-pyrrolizine-7-carboxylic acid (11.4 g) in a mixture of thionyl chloride (17.4 cc), dimethylformamide (0.05 cc) and 1,2-dichloroethane (150 cc) is heated at a temperature of about 80° C. for 3 hours. The reaction mixture is cooled to a temperature of about 20° C. and concentrated to dryness under reduced pressure (20 mm Hg; 2.7 kPa) at a temperature of about 60° C. The residue obtained is suspended in cyclohexane (250 cc) and the solvent is evaporated ... Reactants: ClC1=NC(=CC=C1)CN(C)C (2-Chloro-6-dimethylaminomethylpyridine), CN(C)CCN (unsym-dimethylethylenediamine), solid, [OH-].[Na+] (sodium hydroxide). Solvent: N1=CC=CC=C1 (pyridine). The product is CN(CCNC1=NC(=CC=C1)CN(C)C)C (2-(2-Dimethylaminoethylamino)-6-dimethylaminomethylpyridine). Isolated yield 35.4%. RXN SMILES: Cl[C:2]1[CH:7]=[CH:6][CH:5]=[C:4]([CH2:8][N:9]([CH3:11])[CH3:10])[N:3]=1.[CH3:12][N:13]([CH2:15][CH2:16][NH2:17])[CH3:14].[OH-].[Na+]>N1C=CC=CC=1>[CH3:12][N:13]([CH3:14])[CH2:15][CH2:16][NH:17][C:2]1[CH:7]=[CH:6][CH:5]=[C:4]([CH2:8][N:9]([CH3:11])[CH3:10])[N:3]=1 |f:2.3|. Procedure: 2-Chloro-6-dimethylaminomethylpyridine (14 g., 0.0825 mole) and unsym-dimethylethylenediamine (21.8 g, 0.248 mole) in 10 ml of pyridine are heated at 180° for 8 hours in a bomb. The dark reaction mixture is stirred over 20 g of solid sodium hydroxide for 1 hour on a steam bath. Then the mixture is filtered. Distillation of the filtrate gives 6.5 g of product, b.p. 110°-11° at 0.1 mm, nD25 1.5287. The reactants are CCc1cccc(CC)c1N=CC(C)C, CCCCC, CC(C)[N-]C(C)C, [Li+], c1ccccc1. The product is CCc1cccc(CC)c1[N-]C=C(C)C, [Li+]. RXN SMILES: [CH2:7]([CH3:8])[c:9]1[c:10]([N:11]=[CH:12][CH:13]([CH3:14])[CH3:15])[c:16]([CH2:20][CH3:21])[cH:17][cH:18][cH:19]1.[CH3:30][CH2:31][CH2:32][CH2:33][CH3:34].[CH:22]([N-:23][CH:24]([CH3:25])[CH3:26])([CH3:27])[CH3:28].[Li+:29].[cH:1]1[cH:2][cH:3][cH:4][cH:5][cH:6]1>>[CH2:7]([CH3:8])[c:9]1[c:10]([N-:11][CH:12]=[C:13]([CH3:14])[CH3:15])[c:16]([CH2:20][CH3:21])[cH:17][cH:18][cH:19]1.[Li+:29]. Starting materials: ClC1=CC(=NC2=CC=CC=C12)N1CC2=CC=CC=C2C1 (4-chloro-2-(1,3-dihydro-isoindol-2-yl)-quinoline), NCC(CO)O ((RS)-3-amino-1,2-propandiol). The product is Cl.C1N(CC2=CC=CC=C12)C1=NC2=CC=CC=C2C(=C1)NCC(CO)O ((RS)-3-[2-(1,3-Dihydro-isoindol-2-yl)-quinolin-4-ylamino]-propane-1,2-diol hydrochloride). As a reaction SMILES: [Cl:1][C:2]1[C:11]2[C:6](=[CH:7][CH:8]=[CH:9][CH:10]=2)[N:5]=[C:4]([N:12]2[CH2:20][C:19]3[C:14](=[CH:15][CH:16]=[CH:17][CH:18]=3)[CH2:13]2)[CH:3]=1.[NH2:21][CH2:22][CH:23]([OH:26])[CH2:24][OH:25]>>[ClH:1].[CH2:13]1[C:14]2[C:19](=[CH:18][CH:17]=[CH:16][CH:15]=2)[CH2:20][N:12]1[C:4]1[CH:3]=[C:2]([NH:21][CH2:22][CH:23]([OH:26])[CH2:24][OH:25])[C:11]2[C:6](=[CH:7][CH:8]=[CH:9][CH:10]=2)[N:5]=1 |f:2.3|. Procedure details: The title compound, m.p. 295-301° C., and MS: m/e=336.2 (M+H+), was prepared from 4-chloro-2-(1,3-dihydro-isoindol-2-yl)-quinoline and (RS)-3-amino-1,2-propandiol. Starting materials: CS(=O)(=O)OCc1cc(C=O)ccc1OCc1ccccc1, CCOCC, CN(C)C=O, c1ccc(N2CCNCC2)cc1. Product: O=Cc1ccc(OCc2ccccc2)c(CN2CCN(c3ccccc3)CC2)c1. RXN SMILES: [CH3:13][S:14]([O:15][CH2:18][c:19]1[cH:20][c:21]([CH:22]=[O:23])[cH:24][cH:25][c:26]1[O:27][CH2:28][c:29]1[cH:30][cH:31][cH:32][cH:33][cH:34]1)(=[O:16])=[O:17].[CH3:35][CH2:36][O:37][CH2:38][CH3:39].[CH3:40][N:41]([CH3:42])[CH:43]=[O:44].[c:1]1([N:7]2[CH2:8][CH2:9][NH:10][CH2:11][CH2:12]2)[cH:2][cH:3][cH:4][cH:5][cH:6]1>>[c:1]1([N:7]2[CH2:8][CH2:9][N:10]([CH2:18][c:19]3[cH:20][c:21]([CH:22]=[O:23])[cH:24][cH:25][c:26]3[O:27][CH2:28][c:29]3[cH:30][cH:31][cH:32][cH:33][cH:34]3)[CH2:11][CH2:12]2)[cH:2][cH:3][cH:4][cH:5][cH:6]1. The reactants are CO, O=S(=O)(c1ccc(-c2cnc3[nH]c(CCC4CCCCC(=S)N4)nc3c2)cc1)N1CCC1, N, NC1=NC(CCc2nc3cc(-c4ccccc4)cnc3[nH]2)CCCC1. Yields the product NC1=NC(CCc2nc3cc(-c4ccc(S(=O)(=O)N5CCC5)cc4)cnc3[nH]2)CCCC1. As a reaction SMILES: [CH3:59][OH:60].[N:26]1([S:30](=[O:31])(=[O:32])[c:33]2[cH:34][cH:35][c:36](-[c:37]3[cH:38][c:39]4[n:40][c:41]([CH2:42][CH2:43][CH:44]5[NH:45][C:46](=[S:47])[CH2:48][CH2:49][CH2:50][CH2:51]5)[nH:52][c:53]4[n:54][cH:55]3)[cH:56][cH:57]2)[CH2:27][CH2:28][CH2:29]1.[NH3:58].[c:1]1(-[c:7]2[cH:8][c:9]3[c:10]([n:11][cH:12]2)[nH:13][c:14]([CH2:16][CH2:17][CH:18]2[CH2:19][CH2:20][CH2:21][CH2:22][C:23]([NH2:25])=[N:24]2)[n:15]3)[cH:2][cH:3][cH:4][cH:5][cH:6]1>>[c:1]1(-[c:7]2[cH:8][c:9]3[c:10]([n:11][cH:12]2)[nH:13][c:14]([CH2:16][CH2:17][CH:18]2[CH2:19][CH2:20][CH2:21][CH2:22][C:23]([NH2:25])=[N:24]2)[n:15]3)[cH:2][cH:3][c:4]([S:30]([N:26]2[CH2:27][CH2:28][CH2:29]2)(=[O:31])=[O:32])[cH:5][cH:6]1. The reactants are NC1=NC(=NC(=N1)N(C1=CC=CC=C1)C)C#N (4-amino-6-(methyl-phenyl-amino)-[1,3,5]triazine-2-carbonitrile), NC1=NC(=NC(=N1)N(C1=CC=CC=C1)C)C#N (4-amino-6-(methyl-phenyl-amino)-[1,3,5]triazine-2-carbonitrile), Cl.NO (hydroxylamine hydrochloride), C(O)([O-])=O.[Na+] (sodium hydrogencarbonate). Run in CCO (EtOH), O (water). Product: NC1=NC(=NC(=N1)N(C1=CC(=CC=C1)C)C)C(=N)NO (4-amino-N-hydroxy-6-(methyl-3-methylphenyl-amino)-[1,3,5]triazine-2-carboxamidine). Yield: 57.9%. Reaction SMILES: [NH2:1][C:2]1[N:7]=[C:6]([N:8]([CH3:15])[C:9]2[CH:14]=[CH:13][CH:12]=[CH:11][CH:10]=2)[N:5]=[C:4]([C:16]#[N:17])[N:3]=1.Cl.[NH2:19][OH:20].[C:21](=O)([O-])O.[Na+]>CCO.O>[NH2:1][C:2]1[N:7]=[C:6]([N:8]([CH3:15])[C:9]2[CH:14]=[CH:13][CH:12]=[C:11]([CH3:21])[CH:10]=2)[N:5]=[C:4]([C:16]([NH:19][OH:20])=[NH:17])[N:3]=1 |f:1.2,3.4|. Reported procedure: A solution of 4-amino-6-(methyl-phenyl-amino)-[1,3,5]triazine-2-carbonitrile (Intermediate 2, 138 mg, 0.6 mmol) in EtOH (4 mL) was added to a solution of hydroxylamine hydrochloride (51 mg, 0.7 mmol) and sodium hydrogencarbonate (61 mg, 0.73 mmol) in water (2 mL). The mixture was heated at 70 C for 2 h, allowed to cool to room temperature and the solvent evaporated. The crude solid residue was slurried with water (4 mL) before filtering under reduced pressure to afford Intermediate 1 (95 mg, 60%...